Dataset: the Open Reaction Database (ORD), a public repository of structured organic reaction records. Task: describe an organic reaction: reactants, conditions, products, and yield Reactants: COC(=O)c1cccc2ccc(-n3cnc4cc(OC)ccc43)nc12, CN(C)CCN, C[Al](C)C, Cc1ccccc1, ClCCl, N#N, O. Yields the product COc1ccc2c(c1)ncn2-c1ccc2cccc(C(=O)NCCN(C)C)c2n1. RXN SMILES: [CH3:1][O:2][C:3](=[O:4])[c:5]1[cH:6][cH:7][cH:8][c:9]2[cH:10][cH:11][c:12](-[n:15]3[cH:16][n:17][c:18]4[c:19]3[cH:20][cH:21][c:22]([O:24][CH3:25])[cH:23]4)[n:13][c:14]12.[CH3:26][N:27]([CH2:28][CH2:29][NH2:30])[CH3:31].[CH3:32][Al:33]([CH3:34])[CH3:35].[CH3:42][c:43]1[cH:44][cH:45][cH:46][cH:47][cH:48]1.[Cl:37][CH2:38][Cl:39].[N:40]#[N:41].[OH2:36]>>[C:3](=[O:4])([c:5]1[cH:6][cH:7][cH:8][c:9]2[cH:10][cH:11][c:12](-[n:15]3[cH:16][n:17][c:18]4[c:19]3[cH:20][cH:21][c:22]([O:24][CH3:25])[cH:23]4)[n:13][c:14]12)[NH:30][CH2:29][CH2:28][N:27]([CH3:26])[CH3:31]. Reactants: OCc1ccnc(N=C(c2ccccc2)c2ccccc2)c1F, CCOC(=O)CC(C)=O, C1CCOC1, CS(=O)(=O)Cl, CC(C)(C)[O-], CCOC(C)=O, [I-], [Li+], [Li+], [Na+], [OH-]. The product is CCOC(=O)C(Cc1ccnc(N=C(c2ccccc2)c2ccccc2)c1F)C(C)=O. RXN SMILES: [C:1]([c:2]1[cH:3][cH:4][cH:5][cH:6][cH:7]1)([c:8]1[cH:9][cH:10][cH:11][cH:12][cH:13]1)=[N:14][c:15]1[n:16][cH:17][cH:18][c:19]([CH2:22][OH:23])[c:20]1[F:21].[CH2:35]([CH3:36])[O:37][C:38]([CH2:39][C:40](=[O:41])[CH3:42])=[O:43].[CH2:48]1[O:49][CH2:50][CH2:51][CH2:52]1.[CH3:24][S:25](=[O:26])(=[O:27])[Cl:28].[CH3:29][C:30]([CH3:31])([O-:32])[CH3:33].[CH3:53][CH2:54][O:55][C:56](=[O:57])[CH3:58].[I-:44].[Li+:34].[Li+:47].[Na+:45].[OH-:46]>>[C:1]([c:2]1[cH:3][cH:4][cH:5][cH:6][cH:7]1)([c:8]1[cH:9][cH:10][cH:11][cH:12][cH:13]1)=[N:14][c:15]1[n:16][cH:17][cH:18][c:19]([CH2:22][CH:39]([C:38]([O:37][CH2:35][CH3:36])=[O:43])[C:40](=[O:41])[CH3:42])[c:20]1[F:21]. The reactants are FC=1C=C(C=C2CC(NC12)=O)[N+](=O)[O-] (7-fluoro-5-nitro-1,3-dihydro-2H-indol-2-one), CCO (EtOH). Reagents/catalysts: [Pd] (Palladium on carbon). The solvent is CCOC(=O)C (EtOAc). Run at time 3 hour. The product is NC=1C=C2CC(NC2=C(C1)F)=O (5-amino-7-fluoro-1,3-dihydro-2H-indol-2-one). RXN SMILES: [F:1][C:2]1[CH:3]=[C:4]([N+:12]([O-])=O)[CH:5]=[C:6]2[C:10]=1[NH:9][C:8](=[O:11])[CH2:7]2.CCO>[Pd].CCOC(C)=O>[NH2:12][C:4]1[CH:5]=[C:6]2[C:10](=[C:2]([F:1])[CH:3]=1)[NH:9][C:8](=[O:11])[CH2:7]2. Procedure details: 7-fluoro-5-nitro-1,3-dihydro-2H-indol-2-one (8.5 g, 43.3 mmol) from Step 1 of this example was dissolved with stirring in 1:1 EtOH and EtOAc (433 ml). Palladium on carbon (10%, 2.55 g) was added and the slurry degassed and placed under an atmosphere of hydrogen (3×) and stirred at RT for 3 hours. The mixture was filtered through CELITE, the filter cake washed with EtOAc (3×100 ml), the filtrates combined and the volatiles removed in vacuum to give the titled compound. Starting materials: CC=1C=C(C(=O)N)C=CC1[N+](=O)[O-] (3-methyl-4-nitrobenzamide), N1=CC=CC=C1 (pyridine), Cl (HCl), FC(C(=O)OC(C(F)(F)F)=O)(F)F (trifluoroacetic anhydride). Solvent: ClCCl (dichloromethane), ClCCl (dichloromethane). Run at temperature 0 celsius, time 1 hour. The product is CC=1C=C(C#N)C=CC1[N+](=O)[O-] (3-methyl-4-nitrobenzonitrile). Isolated yield 93.1%. Reaction SMILES: [CH3:1][C:2]1[CH:3]=[C:4]([CH:8]=[CH:9][C:10]=1[N+:11]([O-:13])=[O:12])[C:5]([NH2:7])=O.N1C=CC=CC=1.FC(F)(F)C(OC(=O)C(F)(F)F)=O.Cl>ClCCl>[CH3:1][C:2]1[CH:3]=[C:4]([CH:8]=[CH:9][C:10]=1[N+:11]([O-:13])=[O:12])[C:5]#[N:7]. Reported procedure: To a stirred, 0° C. solution of 3-methyl-4-nitrobenzamide (30 g, 0.169 mol) in dichloromethane (900 mL) under nitrogen was added pyridine (29.5 g, 0.373 mol), then dropwise trifluoroacetic anhydride (42.7 g, 0.203 mol) in dichloromethane (90 mL). The reaction mixture was stirred at 0° C. for one hour and then 1N HCl was added. The organic phase was separated, dried (Na2SO4) and concentrated under reduced pressure to afford 25.5 g (93%) of the 3-methyl-4-nitrobenzonitrile as a light yellow solid;... Reactants: C1CCNCC1, CN1CCN(CC1)C2=C3CN(CCC3=C(C=C2)OC)C(=O)CC4=CC=C(C=C4)Br. Reagents/catalysts: CC(C)(C)[O-].[Na+], CC1(C2=C(C(=CC=C2)P(C3=CC=CC=C3)C4=CC=CC=C4)OC5=C1C=CC=C5P(C6=CC=CC=C6)C7=CC=CC=C7)C, C1=CC=C(C=C1)/C=C/C(=O)/C=C/C2=CC=CC=C2.C1=CC=C(C=C1)/C=C/C(=O)/C=C/C2=CC=CC=C2.C1=CC=C(C=C1)/C=C/C(=O)/C=C/C2=CC=CC=C2.[Pd].[Pd]. Run in COCCOC. Run at temperature 100 celsius. The product is CN1CCN(CC1)C2=C3CN(CCC3=C(C=C2)OC)C(=O)CC4=CC=C(C=C4)N5CCCCC5. Yield: 0.0%. Procedure: 2-(4-bromophenyl)-1-(5-methoxy-8-(4-methylpiperazin-1-yl)-3,4-dihydroisoquinolin-2(1H)-yl)ethanone (125 mg, 0.27 mmol),[Reactants],piperidine (23.22 mg, 0.27 mmol) was taken in a mixture of DME (5 mL):water (1.250 mL) under N2.The reaction mixture was purged under N2 for 10 min.Tris(dibenzylideneacetone)dipalladium (0) (14.98 mg, 0.02 mmol) was added to the above reaction.The resulting reaction was stirred for 3 hrs at reflux tempt.LCMS profile showed formation of required product.Reaction was c... Starting materials: C(C)(=O)OCC (ethyl acetate), ClC1=CC(=C(C2=C1CCCO2)N2C(NC(=CC2=O)C(F)(F)F)=O)F (3-(5-chloro-3,4-dihydro-7-fluoro-2H-1-benzopyran-8-yl)-6-trifluoromethyluracil), C([O-])([O-])=O.[K+].[K+] (potassium carbonate), CI (methyl iodide). The solvent is CN(C=O)C (N,N-dimethylformamide), CCCCCC (hexane). Yields the product ClC1=CC(=C(C2=C1CCCO2)N2C(N(C(=CC2=O)C(F)(F)F)C)=O)F (3-(5-chloro-3,4-dihydro-7-fluoro-2H-1-benzopyran-8-yl)-1-methyl-6-trifluoromethyluracil). Yield: 92.4%. As a reaction SMILES: [Cl:1][C:2]1[C:7]2[CH2:8][CH2:9][CH2:10][O:11][C:6]=2[C:5]([N:12]2[C:17](=[O:18])[CH:16]=[C:15]([C:19]([F:22])([F:21])[F:20])[NH:14][C:13]2=[O:23])=[C:4]([F:24])[CH:3]=1.[C:25](=O)([O-])[O-].[K+].[K+].CI.C(OCC)(=O)C>CN(C)C=O.CCCCCC>[Cl:1][C:2]1[C:7]2[CH2:8][CH2:9][CH2:10][O:11][C:6]=2[C:5]([N:12]2[C:17](=[O:18])[CH:16]=[C:15]([C:19]([F:22])([F:20])[F:21])[N:14]([CH3:25])[C:13]2=[O:23])=[C:4]([F:24])[CH:3]=1 |f:1.2.3|. Procedure details: By a method analogous to that of Example 1, Step G, 2.9 grams (0.008 mole) of 3-(5-chloro-3,4-dihydro-7-fluoro-2H-1-benzopyran-8-yl)-6-trifluoromethyluracil was reacted with 2.2 grams (0.016 mole) of potassium carbonate and 1.7 grams (0.012 mole) of methyl iodide in 50 mL of N,N-dimethylformamide. The crude reaction product was subjected to column chromatography on silica gel, with 1:9 to 1:4 ethyl acetate:hexane as eluants. The product-containing fractions were combined and concentrated under r...